This data is from the Open Reaction Database (ORD), a public repository of structured organic reaction records. The task is: describe an organic reaction: reactants, conditions, products, and yield The reactants are OC1CCN(CC1)C=1C=C2C=CC(NC2=CC1)=O (6-(4-hydroxypiperidino)carbostyril), C(C)(=O)OC(C)=O (acetic anhydride), N1=CC=CC=C1 (pyridine), C([O-])(O)=O.[Na+] (sodium bicarbonate). Solvent: O (water). Reaction conditions: temperature 100 celsius. Product: C(C)(=O)OC1CCN(CC1)C=1C=C2C=CC(NC2=CC1)=O (6-(4-acetoxypiperidino)-2(1H)-quinolinone). As a reaction SMILES: [OH:1][CH:2]1[CH2:7][CH2:6][N:5]([C:8]2[CH:9]=[C:10]3[C:15](=[CH:16][CH:17]=2)[NH:14][C:13](=[O:18])[CH:12]=[CH:11]3)[CH2:4][CH2:3]1.[C:19](OC(=O)C)(=[O:21])[CH3:20].N1C=CC=CC=1.C(=O)(O)[O-].[Na+]>O>[C:19]([O:1][CH:2]1[CH2:7][CH2:6][N:5]([C:8]2[CH:9]=[C:10]3[C:15](=[CH:16][CH:17]=2)[NH:14][C:13](=[O:18])[CH:12]=[CH:11]3)[CH2:4][CH2:3]1)(=[O:21])[CH3:20] |f:3.4|. Reported procedure: A mixture of 6-(4-hydroxypiperidino)carbostyril (0.25 g), acetic anhydride (0.4 g) and dry pyridine (4 mL) was heated at 100° C. for 3 hours. The reaction mixture was cooled and water (about 35 mL) and sodium bicarbonate (0.6 g) were added. The mixture was chilled in ice and stirred. The resulting white solid was removed by filtration, washed with water and dried to give 6-(4-acetoxypiperidino)-2(1H)-quinolinone. 1/4 hydrate (0.3 g); m.p. 245°-250° C. The reactants are CC=1N=C2N(C=CC=3[C@H]([C@@H]([C@H](NC23)C2=CC=CC=C2)O)O)C1C ((7R,8R,9R)-2,3-dimethyl-7,8-dihydroxy-9-phenyl-7,8,9,10-tetrahydro-imidazo[1,2-h][1,7]naphthyridine), S(O)(O)(=O)=O (sulfuric acid), C(C)O (ethanol). The product is CC=1N=C2N(C=CC=3[C@H]([C@@H]([C@H](NC23)C2=CC=CC=C2)O)OCC)C1C ((7R,8R,9R)-2,3-Dimethyl-7-ethoxy-8-hydroxy-9-phenyl-7,8,9,10-tetrahydro-imidazo[1,2-h][1,7]naphthyridine). Reaction SMILES: [CH3:1][C:2]1[N:3]=[C:4]2[C:13]3[NH:12][C@H:11]([C:14]4[CH:19]=[CH:18][CH:17]=[CH:16][CH:15]=4)[C@@H:10]([OH:20])[C@H:9]([OH:21])[C:8]=3[CH:7]=[CH:6][N:5]2[C:22]=1[CH3:23].S(=O)(=O)(O)O.[CH2:29](O)[CH3:30]>>[CH3:1][C:2]1[N:3]=[C:4]2[C:13]3[NH:12][C@H:11]([C:14]4[CH:19]=[CH:18][CH:17]=[CH:16][CH:15]=4)[C@@H:10]([OH:20])[C@H:9]([O:21][CH2:29][CH3:30])[C:8]=3[CH:7]=[CH:6][N:5]2[C:22]=1[CH3:23]. Procedure: 500 mg of the title compound are obtained by reaction of (7R,8R,9R)-2,3-dimethyl-7,8-dihydroxy-9-phenyl-7,8,9,10-tetrahydro-imidazo[1,2-h][1,7]naphthyridine with ethanol and sulfuric acid according to Example 1, Method a, after purification on silica gel (eluent: diethylether). Melting point: 188-190° C. Starting materials: S(=O)(Cl)Cl (thionyl chloride), OCC1=NC=CC(=C1C)SCCCCSCCN1C(=NC=C1[N+](=O)[O-])C (2-hydroxymethyl-3-methyl-4-{4-[2-(2-methyl-5-nitroimidazol-1-yl)ethylthio]butylthio}-pyridine), ice water, C(O)([O-])=O.[Na+] (sodium hydrogen carbonate), 0C. Solvent: ClCCl (dichloromethane), ClCCl (dichloromethane). Yields the product ClCC1=NC=CC(=C1C)SCCCCSCCN1C(=NC=C1[N+](=O)[O-])C (2-Chloromethyl-3-methyl-4-{4-[2-(2-methyl-5-nitroimidazol-1-yl)ethylthio]butylthio}pyridine). Reaction SMILES: O[CH2:2][C:3]1[C:8]([CH3:9])=[C:7]([S:10][CH2:11][CH2:12][CH2:13][CH2:14][S:15][CH2:16][CH2:17][N:18]2[C:22]([N+:23]([O-:25])=[O:24])=[CH:21][N:20]=[C:19]2[CH3:26])[CH:6]=[CH:5][N:4]=1.S(Cl)([Cl:29])=O.C(=O)([O-])O.[Na+]>ClCCl>[Cl:29][CH2:2][C:3]1[C:8]([CH3:9])=[C:7]([S:10][CH2:11][CH2:12][CH2:13][CH2:14][S:15][CH2:16][CH2:17][N:18]2[C:22]([N+:23]([O-:25])=[O:24])=[CH:21][N:20]=[C:19]2[CH3:26])[CH:6]=[CH:5][N:4]=1 |f:2.3|. Procedure: 4 g (10 mmol) of 2-hydroxymethyl-3-methyl-4-{4-[2-(2-methyl-5-nitroimidazol-1-yl)ethylthio]butylthio}-pyridine are dissolved in 40 ml of dichloromethane. 1.56 g (13.11 mmol) of thionyl chloride in 5 ml of dichloromethane are added dropwise with ice-cooling. The mixture is stirred at 0C for 2 h. It is then added to 250 ml of ice-water and neutralized with saturated sodium hydrogen carbonate solution. The dichloromethane phase is separated off and the aqueous phase is extracted again with dichloro... The reactants are FC1=CC=C(C=C1)C1=C(N2N(CC=CC2)C1=O)C1=NC(=NC=C1)NC(C)C1=CC=CC=C1 (2-(4-fluorophenyl)-3-[2-(1-phenylethylamino)pyrimidin-4-yl]-5,8-dihydro-pyrazolo[1,2-a]pyridazin-1-one), O (H2O), K3Fe(CN)6, C(=O)([O-])[O-].[K+].[K+] (K2CO3), C(=O)(O)[O-].[Na+] (NaHCO3). Reagents/catalysts: [Os](=O)(=O)(=O)=O (osmium tetroxide). Solvent: CC(C)(C)O (t-BuOH). Run at time 12 hour. Yields the product FC1=CC=C(C=C1)C1=C(N2N(CC(C(C2)O)O)C1=O)C1=NC(=NC=C1)NC(C)C1=CC=CC=C1 (2-(4-Fluorophenyl)-6,7-dihydroxy-3-[2-(1-phenylethylamino)-pyrimidin-4-yl]-5,6,7,8-tetrahydropyrazolo[1,2-a]pyridazin-1-one). Yield: 48.0%. As a reaction SMILES: [F:1][C:2]1[CH:7]=[CH:6][C:5]([C:8]2[C:16](=[O:17])[N:11]3[CH2:12][CH:13]=[CH:14][CH2:15][N:10]3[C:9]=2[C:18]2[CH:23]=[CH:22][N:21]=[C:20]([NH:24][CH:25]([C:27]3[CH:32]=[CH:31][CH:30]=[CH:29][CH:28]=3)[CH3:26])[N:19]=2)=[CH:4][CH:3]=1.[OH2:33].C([O-])([O-])=[O:35].[K+].[K+].C([O-])(O)=O.[Na+]>CC(O)(C)C.[Os](=O)(=O)(=O)=O>[F:1][C:2]1[CH:7]=[CH:6][C:5]([C:8]2[C:16](=[O:17])[N:11]3[CH2:12][CH:13]([OH:35])[CH:14]([OH:33])[CH2:15][N:10]3[C:9]=2[C:18]2[CH:23]=[CH:22][N:21]=[C:20]([NH:24][CH:25]([C:27]3[CH:32]=[CH:31][CH:30]=[CH:29][CH:28]=3)[CH3:26])[N:19]=2)=[CH:4][CH:3]=1 |f:2.3.4,5.6|. Procedure: To a solution of 2-(4-fluorophenyl)-3-[2-(1-phenylethylamino)pyrimidin-4-yl]-5,8-dihydro-pyrazolo[1,2-a]pyridazin-1-one, 13, (0.8 g, 1.88 mmol) in t-BuOH:H2O (24 mL of 1:1 mixture) is added K3Fe(CN)6 (1.9 g, 5.64 mmol), K2CO3 (0.8 g, 5.6 mmol) and NaHCO3 (0.5 g, 5.6 mmol), followed by osmium tetroxide (0.1 g, 0.3 mmol). The resulting mixture is stirred at room temperature for 12 hours. The reaction is quenched by the addition of aqueous saturated KHSO4 solution (10 mL). The aqueous phase is extr... Reactants: BrC=1C=C(OC2=C(C=C(C=C2)Cl)OC2=CC=CC=C2)C=CC1 (1-(3-bromo-phenoxy)-4-chloro-2-phenoxy-benzene), C(C)OC(CSC1=C(C=C(C=C1)O)C)=O ((4-hydroxy-2-methyl-phenylsulfanyl)-acetic acid ethyl ester), CC(C)(C(CC(C(C)(C)C)=O)=O)C (2,2,6,6-tetramethyl-3,5-heptanedione), C([O-])([O-])=O.[Cs+].[Cs+] (cesium carbonate), [OH-].[Na+] (NaOH). The reagents and catalysts are [Cu]Cl (copper(I) chloride). The solvent is CN1CCCC1=O (NMP), CO (MeOH). Run at time 8 hour. The product is ClC1=CC(=C(OC=2C=C(OC3=CC(=C(C=C3)SCC(=O)O)C)C=CC2)C=C1)OC1=CC=CC=C1 ({4-[3-(4-Chloro-2-phenoxy-phenoxy)-phenoxy]-2-methyl-phenylsulfanyl}-acetic acid). Yield: 39.6%. As a reaction SMILES: Br[C:2]1[CH:3]=[C:4]([CH:20]=[CH:21][CH:22]=1)[O:5][C:6]1[CH:11]=[CH:10][C:9]([Cl:12])=[CH:8][C:7]=1[O:13][C:14]1[CH:19]=[CH:18][CH:17]=[CH:16][CH:15]=1.C([O:25][C:26](=[O:37])[CH2:27][S:28][C:29]1[CH:34]=[CH:33][C:32]([OH:35])=[CH:31][C:30]=1[CH3:36])C.CC(C)(C(=O)CC(=O)C(C)(C)C)C.C(=O)([O-])[O-].[Cs+].[Cs+].[OH-].[Na+]>CN1C(=O)CCC1.CO.[Cu]Cl>[Cl:12][C:9]1[CH:10]=[CH:11][C:6]([O:5][C:4]2[CH:3]=[C:2]([CH:22]=[CH:21][CH:20]=2)[O:35][C:32]2[CH:33]=[CH:34][C:29]([S:28][CH2:27][C:26]([OH:37])=[O:25])=[C:30]([CH3:36])[CH:31]=2)=[C:7]([O:13][C:14]2[CH:19]=[CH:18][CH:17]=[CH:16][CH:15]=2)[CH:8]=1 |f:3.4.5,6.7|. Procedure: A solution of 1-(3-bromo-phenoxy)-4-chloro-2-phenoxy-benzene (0.15 g, 0.4 mmol), (4-hydroxy-2-methyl-phenylsulfanyl)-acetic acid ethyl ester (99 mg, 0.44 mmol), copper(I) chloride (20 mg, 0.2 mmol), 2,2,6,6-tetramethyl-3,5-heptanedione (0.02 mL, 0.1 mmol), and cesium carbonate (156 mg, 0.48 mmol) in NMP (3 mL) is heated to 120° C. The reaction is stirred overnight and cooled to rt. The reaction is quenched with 1N aqueous HCl and extracted with ethyl ether. The organic is washed with brine, drie... Reactants: SC1=NC2=CC=C(C=C2C(N1C1=CC=CC=C1)=O)C (2-mercapto-6-methyl-3-phenyl-4(3H)-quinazolinone), ClCC1=NC=C(C(=C1)OC)C (2-chloromethyl-4-methoxy-5-methylpyridine). Product: COC1=CC(=NC=C1C)CSC1=NC2=CC=C(C=C2C(N1C1=CC=CC=C1)=O)C (2[(4-Methoxy-5-methylpyridin-2-yl)methylthio]-6-methyl-3-phenyl-4(3H)-quinazolinone). Isolated yield 32.9%. As a reaction SMILES: [SH:1][C:2]1[N:11]([C:12]2[CH:17]=[CH:16][CH:15]=[CH:14][CH:13]=2)[C:10](=[O:18])[C:9]2[C:4](=[CH:5][CH:6]=[C:7]([CH3:19])[CH:8]=2)[N:3]=1.Cl[CH2:21][C:22]1[CH:27]=[C:26]([O:28][CH3:29])[C:25]([CH3:30])=[CH:24][N:23]=1>>[CH3:29][O:28][C:26]1[C:25]([CH3:30])=[CH:24][N:23]=[C:22]([CH2:21][S:1][C:2]2[N:11]([C:12]3[CH:17]=[CH:16][CH:15]=[CH:14][CH:13]=3)[C:10](=[O:18])[C:9]3[C:4](=[CH:5][CH:6]=[C:7]([CH3:19])[CH:8]=3)[N:3]=2)[CH:27]=1. Reported procedure: The title compound was prepared in a yield of 32.9%, using 2-mercapto-6-methyl-3-phenyl-4(3H)-quinazolinone in place of 2-mercapto-3-phenyl-4(3H)-quinazolinone and 2-chloromethyl-4-methoxy-5-methylpyridine in place of 2chloromethyl-4-methylpyridine hydrochloride. The reactants are FC1=C(COC2=CC=C(C=C2)N=C=O)C=CC=C1 (4-(2-fluorobenzyloxy)phenyl isocyanate), CNOC (N,O-dimethylhydroxylamine). Run in C1=CC=CC=C1 (benzene), C1=CC=CC=C1 (benzene). Run at time 30 minute. The product is FC1=C(COC2=CC=C(C=C2)NC(=O)N(OC)C)C=CC=C1 (N-[4-(2-fluorobenzyloxy)phenyl]-N'-methyl-N'-methoxyurea). The yield is 59.2%. As a reaction SMILES: [F:1][C:2]1[CH:18]=[CH:17][CH:16]=[CH:15][C:3]=1[CH2:4][O:5][C:6]1[CH:11]=[CH:10][C:9]([N:12]=[C:13]=[O:14])=[CH:8][CH:7]=1.[CH3:19][NH:20][O:21][CH3:22]>C1C=CC=CC=1>[F:1][C:2]1[CH:18]=[CH:17][CH:16]=[CH:15][C:3]=1[CH2:4][O:5][C:6]1[CH:7]=[CH:8][C:9]([NH:12][C:13]([N:20]([CH3:19])[O:21][CH3:22])=[O:14])=[CH:10][CH:11]=1. Procedure details: To a solution of 4-(2-fluorobenzyloxy)phenyl isocyanate (24.3 g) in benzene (150 ml), a solution of N,O-dimethylhydroxylamine (20 g) in benzene (100 ml) is added dropwise at 20° to 30° C., and the resulting mixture is stirred at the same temperature for 30 minutes. The reaction mixture is concentrated in vacuo, and the residual crude crystals are recrystallized from ethanol to give N-[4-(2-fluorobenzyloxy)phenyl]-N'-methyl-N'-methoxyurea (Compound No. 1) (18 g) as white scales. M.P., 99° to 100°...